From a dataset of the Open Reaction Database (ORD), a public repository of structured organic reaction records. describe an organic reaction: reactants, conditions, products, and yield Starting materials: C(C=1C(N)=CC=CC1)(=O)O (Anthranilic acid), C(C1=CC=CC=C1)N1CCC(CC1)=O (1-benzyl-4-piperidone), P(=O)(Cl)(Cl)Cl (phosphorus oxychloride). Yields the product C(C1=CC=CC=C1)N1CC=2C(=C3C(=NC2CC1)C=CC=C3)Cl (2-benzyl-10-chloro-1,2,3,4-tetrahydro-benzo[b][1,6]-naphthyridine). Yield: 60.1%. RXN SMILES: [C:1](O)(=O)[C:2]1[C:3](=[CH:5][CH:6]=[CH:7][CH:8]=1)[NH2:4].[CH2:11]([N:18]1[CH2:23][CH2:22][C:21](=O)[CH2:20][CH2:19]1)[C:12]1[CH:17]=[CH:16][CH:15]=[CH:14][CH:13]=1.P(Cl)(Cl)([Cl:27])=O>>[CH2:11]([N:18]1[CH2:23][CH2:22][C:21]2[N:4]=[C:3]3[CH:5]=[CH:6][CH:7]=[CH:8][C:2]3=[C:1]([Cl:27])[C:20]=2[CH2:19]1)[C:12]1[CH:17]=[CH:16][CH:15]=[CH:14][CH:13]=1. Procedure: Anthranilic acid (9.6 g, 70 mmol) and 1-benzyl-4-piperidone (13.2 g, 70 mmol) were suspended in phosphorus oxychloride (65.2 ml, 700 mmol), and the suspension was heated under reflux for 4 hours. The excess phosphorus oxychloride was removed by distillation and the concentrated residue was carefully added to 28% aqueous ammonia under ice-cooling and extracted with chloroform. The organic layer was washed with water, dried over anhydrous sodium sulfate and then concentrated under reduced pressure... Reactants: NC=1C2=C(N=C(N1)C1=NN(C3=NC=CC=C31)CC3=C(C=CC=C3)F)NC(C23COCC3)=O (4′-Amino-2′-[1-(2-fluorobenzyl)-1H-pyrazolo[3,4-b]pyridin-3-yl]-4,5-dihydrospiro[furan-3,5′-pyrrolo[2,3-d]pyrimidin]-6′(7′H)-one), [Se](=O)=O (selenium dioxide). Solvent: O1CCOCC1 (dioxane). Yields the product FC1=C(CN2N=C(C=3C2=NC=CC3)C=3N=CC2=C(N3)NC(C2=O)=O)C=CC=C1 (2-[1-(2-Fluorobenzyl)-1H-pyrazolo[3,4-b]pyridin-3-yl]-5H-pyrrolo[2,3-d]pyrimidine-5,6(7H)-dione). As a reaction SMILES: N[C:2]1[C:3]2[C:27]3(CCOC3)[C:26](=[O:32])[NH:25][C:4]=2[N:5]=[C:6]([C:8]2[C:16]3[C:11](=[N:12][CH:13]=[CH:14][CH:15]=3)[N:10]([CH2:17][C:18]3[CH:23]=[CH:22][CH:21]=[CH:20][C:19]=3[F:24])[N:9]=2)[N:7]=1.[Se](=O)=[O:34]>O1CCOCC1>[F:24][C:19]1[CH:20]=[CH:21][CH:22]=[CH:23][C:18]=1[CH2:17][N:10]1[C:11]2=[N:12][CH:13]=[CH:14][CH:15]=[C:16]2[C:8]([C:6]2[N:7]=[CH:2][C:3]3[C:27](=[O:34])[C:26](=[O:32])[NH:25][C:4]=3[N:5]=2)=[N:9]1. Procedure details: 2.00 g (5.550 mmol) of Example 4 were initially charged in dioxane (200 ml), 3.079 g (27.751 mmol) of selenium dioxide were added and the mixture was heated at reflux for 2 h. After cooling, the mixture was filtered and the filtrate was concentrated and purified by chromatography on silica gel (mobile phase:cyclohexane/ethyl acetate 1:1). This gave 890 mg of the title compound (42% of theory). Starting materials: 5.0, [OH-].[Na+] (sodium hydroxide), ClC=1N=C2C(=NC1)N(N=C2)C2=CC=CC=C2 (5-chloro-1-phenyl-1H-pyrazolo[3,4-b]pyrazine). The solvent is C1(=CC=CC=C1)O (phenol), C(Cl)(Cl)Cl (chloroform). Reaction conditions: temperature 150 celsius. Yields the product O(C1=CC=CC=C1)C=1N=C2C(=NC1)N(N=C2)C2=CC=CC=C2 (5-phenoxy-1-phenyl-1H-pyrazolo[3,4-b]pyrazine). The yield is 92.0%. Reaction SMILES: [OH-:1].[Na+].Cl[C:4]1[N:5]=[C:6]2[CH:12]=[N:11][N:10]([C:13]3[CH:18]=[CH:17][CH:16]=[CH:15][CH:14]=3)[C:7]2=[N:8][CH:9]=1>C1(O)C=CC=CC=1.C(Cl)(Cl)Cl>[O:1]([C:4]1[N:5]=[C:6]2[CH:12]=[N:11][N:10]([C:13]3[CH:18]=[CH:17][CH:16]=[CH:15][CH:14]=3)[C:7]2=[N:8][CH:9]=1)[C:13]1[CH:18]=[CH:17][CH:16]=[CH:15][CH:14]=1 |f:0.1|. Reported procedure: In 5.0 (0.053 mole) of phenol was dissolved 0.34 g (0.0085 mole) of sodium hydroxide, and 1.00 g (0.0043 mole) of 5-chloro-1-phenyl-1H-pyrazolo[3,4-b]pyrazine was added to the solution. The mixture was maintained at 150° C. for 2 hours. The reaction mixture was dissolved in chloroform, and the resulting solution was washed with an aqueous 10% solution of sodium hydroxide and then dried. The solvent was removed by distillation, and the residue was recrystallized from a benzene-hexane mixed solven...